From a dataset of the Open Reaction Database (ORD), a public repository of structured organic reaction records. describe an organic reaction: reactants, conditions, products, and yield Starting materials: C1(CCCC1)C(=C(C1=CC=CC=C1)C1=CC=C(C=C1)O)CC (2-cyclopentyl-1-(p-hydroxyphenyl)-1-phenyl-1-butene), [H-].[Na+] (sodium hydride), Ice water, C(C=C)Br (allyl bromide). Solvent: COCCOC (DME), COCCOC (DME). Run at time 30 minute. Yields the product C1(CCCC1)C(=C(C1=CC=CC=C1)C1=CC=C(C=C1)OCC=C)CC (2-cyclopentyl-1-(p-allyloxyphenyl)-1-phenyl-1-butene). As a reaction SMILES: [CH:1]1([C:6]([CH2:21][CH3:22])=[C:7]([C:14]2[CH:19]=[CH:18][C:17]([OH:20])=[CH:16][CH:15]=2)[C:8]2[CH:13]=[CH:12][CH:11]=[CH:10][CH:9]=2)[CH2:5][CH2:4][CH2:3][CH2:2]1.[H-].[Na+].[CH2:25](Br)[CH:26]=[CH2:27]>COCCOC>[CH:1]1([C:6]([CH2:21][CH3:22])=[C:7]([C:14]2[CH:19]=[CH:18][C:17]([O:20][CH2:27][CH:26]=[CH2:25])=[CH:16][CH:15]=2)[C:8]2[CH:13]=[CH:12][CH:11]=[CH:10][CH:9]=2)[CH2:5][CH2:4][CH2:3][CH2:2]1 |f:1.2|. Reported procedure: 2.92 g (10 mmol) of pure E- or Z-isomer of 2-cyclopentyl-1-(p-hydroxyphenyl)-1-phenyl-1-butene in dry DME was added under nitrogen atmosphere to a stirred suspension of sodium hydride in DME (0.6 g of 50-60% dispersion from which the oil had been removed by washing with dry DME). After stirring for 30 minutes at room temperature, 1.44 g (12 mmol) of allyl bromide was added. The mixture was refluxed for 3 hours. Ice water was added. The water layer was extracted with ether and the combined organi... Starting materials: COc1ccc(C(=O)O)cc1, O=S(Cl)Cl, c1ccccc1. Product: COc1ccc(C(=O)Cl)cc1. As a reaction SMILES: [CH3:1][O:2][c:3]1[cH:4][cH:5][c:6]([C:9]([OH:10])=[O:11])[cH:7][cH:8]1.[S:12]([Cl:13])([Cl:14])=[O:15].[cH:16]1[cH:17][cH:18][cH:19][cH:20][cH:21]1>>[CH3:1][O:2][c:3]1[cH:4][cH:5][c:6]([C:9](=[O:11])[Cl:14])[cH:7][cH:8]1. Reactants: ClC1=CC=C(C=C1)S(=O)(=O)N (4-chlorobenzene sulfonamide), ClCC(=O)Cl (chloroacetylchloride). Conditions: time 8 hour. The product is ClCC(=O)NS(=O)(=O)C1=CC=C(C=C1)Cl (N-chloroacetyl 4-chlorobenzene sulfonamide). RXN SMILES: [Cl:1][C:2]1[CH:7]=[CH:6][C:5]([S:8]([NH2:11])(=[O:10])=[O:9])=[CH:4][CH:3]=1.[Cl:12][CH2:13][C:14](Cl)=[O:15]>>[Cl:12][CH2:13][C:14]([NH:11][S:8]([C:5]1[CH:4]=[CH:3][C:2]([Cl:1])=[CH:7][CH:6]=1)(=[O:9])=[O:10])=[O:15]. Reported procedure: The reactant N-chloroacetyl 4-chlorobenzene sulfonamide was prepared by mixing 30.0 g of 4-chlorobenzene sulfonamide and 60.0 ml of chloroacetylchloride. The mixture was refluxed for 6 hours, allowed to cool, and stand at room temperature overnight. The crystalline product was removed by filtration, washed repeatedly with hexane, and dried. The product consisted of 32.5 g of reactant (m.p. 122°-124° C.). Structure was confirmed by IR and NMR. Reactants: C1OC2(CCC(CC2)C=C(Br)Br)OC1 (1,1-ethylenedioxy-4-(2,2-dibromovinyl)cyclohexane), solution, C(CCC)[Li] (butyl lithium). The solvent is O1CCCC1 (tetrahydrofuran), CCCCCC (hexane). Run at temperature 20 celsius. Yields the product liquid, C(#C)C1CCC2(CC1)OCCO2 (4-ethynyl-1,1-ethylenedioxycyclohexane). Yield: 91.1%. Reaction SMILES: [CH2:1]1[CH2:14][O:13][C:3]2([CH2:8][CH2:7][CH:6]([CH:9]=[C:10](Br)Br)[CH2:5][CH2:4]2)[O:2]1.C([Li])CCC>O1CCCC1.CCCCCC>[C:9]([CH:6]1[CH2:5][CH2:4][C:3]2([O:2][CH2:1][CH2:14][O:13]2)[CH2:8][CH2:7]1)#[CH:10]. Procedure: A solution of 14 g of 1,1-ethylenedioxy-4-(2,2-dibromovinyl)cyclohexane in 70 ml of tetrahydrofuran was cooled to -20° C. and treated slowly at this temperature with 76.62 ml of a 1.4M solution of butyl lithium in hexane (exothermic reaction). The cooling bath was removed and the mixture was left to warm to 20° C. within about 20 minutes. The mixture was subsequently treated with 150 ml of water and extracted three times with diethyl ether. The organic phases were washed twice with water and the... Reactants: CC(C)(C)OC(=O)C(N)Cc1ccc(F)cc1, CCN=C=NCCCN(C)C, CCN(C(C)C)C(C)C, O=C(O)c1cc2cc(Cl)cnc2[nH]1, Cl, CN(C)C=O, On1nnc2ccccc21. The product is CC(C)(C)OC(=O)C(Cc1ccc(F)cc1)NC(=O)c1cc2cc(Cl)cnc2[nH]1. Reaction SMILES: [C:15]([CH3:16])([CH3:17])([CH3:18])[O:19][C:20]([CH:21]([CH2:22][c:23]1[cH:24][cH:25][c:26]([F:29])[cH:27][cH:28]1)[NH2:30])=[O:31].[CH3:51][CH2:52][N:53]=[C:54]=[N:55][CH2:56][CH2:57][CH2:58][N:59]([CH3:60])[CH3:61].[CH:42]([N:43]([CH2:44][CH3:45])[CH:46]([CH3:47])[CH3:48])([CH3:49])[CH3:50].[Cl:1][c:2]1[cH:3][c:4]2[c:5]([n:6][cH:7]1)[nH:8][c:9]([C:11](=[O:12])[OH:13])[cH:10]2.[ClH:14].[O:62]=[CH:63][N:64]([CH3:65])[CH3:66].[OH:32][n:33]1[c:34]2[c:35]([cH:36][cH:37][cH:38][cH:39]2)[n:40][n:41]1>>[Cl:1][c:2]1[cH:3][c:4]2[c:5]([n:6][cH:7]1)[nH:8][c:9]([C:11](=[O:13])[NH:30][CH:21]([C:20]([O:19][C:15]([CH3:16])([CH3:17])[CH3:18])=[O:31])[CH2:22][c:23]1[cH:24][cH:25][c:26]([F:29])[cH:27][cH:28]1)[cH:10]2. Starting materials: CC(C)=O, O=[N+]([O-])c1ccc(-c2ncnn2-c2ccc(F)cc2)cc1, O. The product is Nc1ccc(-c2ncnn2-c2ccc(F)cc2)cc1. Reaction SMILES: [CH3:23][C:24](=[O:25])[CH3:26].[F:1][c:2]1[cH:3][cH:4][c:5](-[n:8]2[n:9][cH:10][n:11][c:12]2-[c:13]2[cH:14][cH:15][c:16]([N+:19]([O-:20])=[O:21])[cH:17][cH:18]2)[cH:6][cH:7]1.[OH2:22]>>[F:1][c:2]1[cH:3][cH:4][c:5](-[n:8]2[n:9][cH:10][n:11][c:12]2-[c:13]2[cH:14][cH:15][c:16]([NH2:19])[cH:17][cH:18]2)[cH:6][cH:7]1.